Dataset: the Open Reaction Database (ORD), a public repository of structured organic reaction records. Task: describe an organic reaction: reactants, conditions, products, and yield The reactants are ClC=1C=CC2=C(N=C(O2)C=2C(=CC(=C(C2)[C@]2(NC(COC(C2(F)F)(C)C)=S)C)F)F)C1 ((R)-5-[5-(5-chloro-benzo oxazol-2-yl)-2,4-difluoro-phenyl]-6,6-difluoro-5,7,7-trimethyl-[1,4]oxazepan-3-thione), N (ammonia), C(C)(C)(C)OO (tert-butylhydroperoxide). The product is ClC=1C=CC2=C(N=C(O2)C=2C(=CC(=C(C2)[C@]2(N=C(COC(C2(F)F)(C)C)N)C)F)F)C1 ((R)-5-[5-(5-Chloro-benzooxazol-2-yl)-2,4-difluoro-phenyl]-6,6-difluoro-5,7,7-trimethyl-2,5,6,7-tetrahydro-[1,4]oxazepin-3-ylamine). The yield is 43.0%. Reaction SMILES: [Cl:1][C:2]1[CH:3]=[CH:4][C:5]2[O:9][C:8]([C:10]3[C:11]([F:30])=[CH:12][C:13]([F:29])=[C:14]([C@:16]4([CH3:28])[C:22]([F:24])([F:23])[C:21]([CH3:26])([CH3:25])[O:20][CH2:19][C:18](=S)[NH:17]4)[CH:15]=3)=[N:7][C:6]=2[CH:31]=1.[NH3:32].C(OO)(C)(C)C>>[Cl:1][C:2]1[CH:3]=[CH:4][C:5]2[O:9][C:8]([C:10]3[C:11]([F:30])=[CH:12][C:13]([F:29])=[C:14]([C@:16]4([CH3:28])[C:22]([F:24])([F:23])[C:21]([CH3:26])([CH3:25])[O:20][CH2:19][C:18]([NH2:32])=[N:17]4)[CH:15]=3)=[N:7][C:6]=2[CH:31]=1. Reported procedure: In a manner analogous to that described in Example 2c), the ammonolysis of (R)-5-[5-(5-chloro-benzo oxazol-2-yl)-2,4-difluoro-phenyl]-6,6-difluoro-5,7,7-trimethyl-[1,4]oxazepan-3-thione (35 mg, 74 μmol) with ammonia (7M in methanol; 0.73 ml) and tert-butylhydroperoxide (70% in water; 71 μl) yielded the title compound (14 mg, 43% yield). MS (ISP): m/z=456.3 [M+H]+ and 458.2 [M+2+H]+. The reactants are ClC1=C(C=C(C=C1)[N+](=O)[O-])C (2-Chloro-5-nitrotoluene), ClC1=C(C=CC=C1)C (o-chlorotoluene). The product is ClC1=C(C(=CC=C1)[N+](=O)[O-])C (2-chloro-6-nitrotoluene). The yield is 43.0%. Reaction SMILES: ClC1C=CC([N+:8]([O-:10])=[O:9])=CC=1C.[Cl:12][C:13]1[CH:18]=[CH:17][CH:16]=[CH:15][C:14]=1[CH3:19]>>[Cl:12][C:13]1[CH:18]=[CH:17][CH:16]=[C:15]([N+:8]([O-:10])=[O:9])[C:14]=1[CH3:19]. Procedure: 2-Chloro-5-nitrotoluene, which is required as a starting product, is accessible by nitrating o-chlorotoluene (Rec. Trav. Chim. Pays-Bas 32, (1913) 244 et seq.). It can be isolated from the resulting mixture of isomers by distillation in 43% yield (Loc. cit. 286). This distillation gives pure 2-chloro-6-nitrotoluene as first runnings the other isomers can be separated in a known way. Since all isomers, by virtue of their reactive groups, are intermediates which can be put to many uses and for whi... Starting materials: C(C)(=O)O.C(N)(=N)C1=CC=C(C(=O)NC(NC2=C(C=C(OCC(=O)OC(C)C)C=C2)C)=O)C=C1 (isopropyl 4-[3-(4-amidinobenzoyl)ureido]-3-methylphenoxyacetate, acetate salt), O (water), Cl (HCl). The solvent is C(C)(=O)O (acetic acid). Conditions: time 3 day. Yields the product C(N)(=N)C1=CC=C(C(=O)NC(NC2=C(C=C(OCC(=O)O)C=C2)C)=O)C=C1 (4-[3-(4-Amidinobenzoyl)ureido]-3-methylphenoxyacetic acid). Isolated yield 63.8%. Reaction SMILES: C(O)(=O)C.[C:5]([C:8]1[CH:34]=[CH:33][C:11]([C:12]([NH:14][C:15](=[O:32])[NH:16][C:17]2[CH:30]=[CH:29][C:20]([O:21][CH2:22][C:23]([O:25]C(C)C)=[O:24])=[CH:19][C:18]=2[CH3:31])=[O:13])=[CH:10][CH:9]=1)(=[NH:7])[NH2:6].O.Cl>C(O)(=O)C>[C:5]([C:8]1[CH:9]=[CH:10][C:11]([C:12]([NH:14][C:15](=[O:32])[NH:16][C:17]2[CH:30]=[CH:29][C:20]([O:21][CH2:22][C:23]([OH:25])=[O:24])=[CH:19][C:18]=2[CH3:31])=[O:13])=[CH:33][CH:34]=1)(=[NH:6])[NH2:7] |f:0.1|. Reported procedure: A mixture of isopropyl 4-[3-(4-amidinobenzoyl)ureido]-3-methylphenoxyacetate, acetate salt (500 mg), water (50 ml), 50% aqueous acetic acid (1.5 ml) and 2N HCl (1.5 ml) was stirred and heated to 90°-100° C. until all the solids had dissolved. The hot solution was then quickly filtered and the filtrate was heated to 80°-85° C. and stored at that temperature for 3 days. The mixture was cooled and the solid was collected, washed thoroughly with water, methanol and with ether. The solid was suspende... Starting materials: FC(C1(CCC1)C(=O)O)F (1-(Difluoromethyl)cyclobutanecarboxylic acid), TEA, C=1C=CC(=CC1)P(=O)(C=2C=CC=CC2)N=[N+]=[N-] (DPPA), ClC=1C=C(C=CC1F)C1=NN2C(CNCC2)=C1C(=O)N (2-(3-Chloro-4-fluorophenyl)-4,5,6,7-tetrahydropyrazolo[1,5-a]pyrazine-3-carboxamide), C1CCOC1 (THF). Run in C1(=CC=CC=C1)C (toluene). Conditions: temperature 90 celsius, time 12 hour. Yields the product ClC=1C=C(C=CC1F)C1=NN2C(CN(CC2)C(=O)NC2(CCC2)C(F)F)=C1C(=O)N (2-(3-Chloro-4-fluorophenyl)-N5-(1-(difluoromethyl)cyclobutyl)-6,7-dihydro pyrazolo[1,5-a]pyrazine-3,5(4H)-dicarboxamide). Isolated yield 17.0%. Reaction SMILES: [F:1][CH:2]([F:10])[C:3]1(C(O)=O)[CH2:6][CH2:5][CH2:4]1.C1C=CC(P([N:25]=[N+]=[N-])(C2C=CC=CC=2)=O)=CC=1.[Cl:28][C:29]1[CH:30]=[C:31]([C:36]2[C:44]([C:45]([NH2:47])=[O:46])=[C:39]3[CH2:40][NH:41][CH2:42][CH2:43][N:38]3[N:37]=2)[CH:32]=[CH:33][C:34]=1[F:35].C1[CH2:52][O:51]CC1>C1(C)C=CC=CC=1>[Cl:28][C:29]1[CH:30]=[C:31]([C:36]2[C:44]([C:45]([NH2:47])=[O:46])=[C:39]3[CH2:40][N:41]([C:52]([NH:25][C:3]4([CH:2]([F:1])[F:10])[CH2:4][CH2:5][CH2:6]4)=[O:51])[CH2:42][CH2:43][N:38]3[N:37]=2)[CH:32]=[CH:33][C:34]=1[F:35]. Procedure details: To a stirred solution of Intermediate 235B (0.082 g, 0.543 mmol) in toluene (0.5 mL) was added TEA (0.076 mL, 0.543 mmol) and DPPA (0.074 mL, 0.339 mmol) and the reaction mass was warmed to 90° C. for 2 h. The reaction mixture was cooled to RT and to it was added a solution of Intermediate 185B (0.04 g, 0.136 mmol) in THF (0.5 mL) and stirred for 12 h. The reaction mixture was quenched with an aqueous solution of 10% NaHCO3 and extracted with ethyl acetate (3×10 mL) The combined organic layer wa... Procedure: Subject 4.0 g. (20 mmoles) of adamantane carboxylic acid chloride, 3.3 g. (20 mmoles) of veratrylamine and 10.0 ml. of triethylamine to the process of Example 11 and obtain thereby the title product, m.p. 120°-122°C. The product is COC=1C=C(CNC(=O)C23CC4CC(CC(C2)C4)C3)C=CC1OC (N-(3,4-Dimethoxybenzyl)-1-adamantanecarboxamide). Run in C(C)N(CC)CC (triethylamine). As a reaction SMILES: [C:1]12([C:11](Cl)=[O:12])[CH2:10][CH:5]3[CH2:6][CH:7]([CH2:9][CH:3]([CH2:4]3)[CH2:2]1)[CH2:8]2.[CH2:14]([NH2:25])[C:15]1[CH:24]=[CH:23][C:20]([O:21][CH3:22])=[C:17]([O:18][CH3:19])[CH:16]=1>C(N(CC)CC)C>[CH3:19][O:18][C:17]1[CH:16]=[C:15]([CH:24]=[CH:23][C:20]=1[O:21][CH3:22])[CH2:14][NH:25][C:11]([C:1]12[CH2:10][CH:5]3[CH2:6][CH:7]([CH2:9][CH:3]([CH2:4]3)[CH2:2]1)[CH2:8]2)=[O:12]. The reactants are C12(CC3CC(CC(C1)C3)C2)C(=O)Cl (adamantane carboxylic acid chloride), C(C1=CC(OC)=C(OC)C=C1)N (veratrylamine). Reactants: CCCCO, CCc1ccc(Nc2c(F)c(F)cc(F)c2F)c(CC(=O)N(C)C)c1, Cc1ccccc1, Cl, [Na+], [OH-]. Yields the product CCc1ccc(Nc2c(F)c(F)cc(F)c2F)c(CC(=O)O)c1. RXN SMILES: [CH2:28]([CH2:29][CH2:30][CH3:31])[OH:32].[CH3:1][N:2]([C:3]([CH2:4][c:5]1[c:6]([NH:13][c:14]2[c:15]([F:23])[c:16]([F:22])[cH:17][c:18]([F:21])[c:19]2[F:20])[cH:7][cH:8][c:9]([CH2:11][CH3:12])[cH:10]1)=[O:24])[CH3:25].[CH3:34][c:35]1[cH:36][cH:37][cH:38][cH:39][cH:40]1.[ClH:33].[Na+:27].[OH-:26]>>[C:3]([CH2:4][c:5]1[c:6]([NH:13][c:14]2[c:15]([F:23])[c:16]([F:22])[cH:17][c:18]([F:21])[c:19]2[F:20])[cH:7][cH:8][c:9]([CH2:11][CH3:12])[cH:10]1)([OH:24])=[O:32].